This data is from the Open Reaction Database (ORD), a public repository of structured organic reaction records. The task is: describe an organic reaction: reactants, conditions, products, and yield Reactants: BrC1=CC(=CC=C1)Br (1,3-dibromobenzene), C[C@@H]1CNC[C@@H](O1)C (cis-2,6-dimethylmorpholine), C=1C=CC(=CC1)P(C=2C=CC=CC2)C3=CC=C4C=CC=CC4=C3C5=C6C=CC=CC6=CC=C5P(C=7C=CC=CC7)C=8C=CC=CC8 (rac-BINAP), CC(C)(C)[O-].[Na+] (NaOtBu). The reagents and catalysts are C=1C=CC(=CC1)/C=C/C(=O)/C=C/C2=CC=CC=C2.C=1C=CC(=CC1)/C=C/C(=O)/C=C/C2=CC=CC=C2.C=1C=CC(=CC1)/C=C/C(=O)/C=C/C2=CC=CC=C2.[Pd].[Pd] (Pd2(dba)3). The solvent is C1(=CC=CC=C1)C (toluene), C(Cl)Cl (DCM). Run at temperature 80 celsius. Yields the product BrC=1C=C(C=CC1)N1C[C@H](O[C@H](C1)C)C (cis-4-(3-Bromophenyl)-2,6-dimethylmorpholine). The yield is 65.9%. Reaction SMILES: Br[C:2]1[CH:7]=[CH:6][CH:5]=[C:4]([Br:8])[CH:3]=1.[CH3:9][C@H:10]1[O:15][C@@H:14]([CH3:16])[CH2:13][NH:12][CH2:11]1.C1C=CC(P(C2C(C3C(P(C4C=CC=CC=4)C4C=CC=CC=4)=CC=C4C=3C=CC=C4)=C3C(C=CC=C3)=CC=2)C2C=CC=CC=2)=CC=1.CC([O-])(C)C.[Na+]>C1(C)C=CC=CC=1.C(Cl)Cl.C1C=CC(/C=C/C(/C=C/C2C=CC=CC=2)=O)=CC=1.C1C=CC(/C=C/C(/C=C/C2C=CC=CC=2)=O)=CC=1.C1C=CC(/C=C/C(/C=C/C2C=CC=CC=2)=O)=CC=1.[Pd].[Pd]>[Br:8][C:4]1[CH:3]=[C:2]([N:12]2[CH2:11][C@H:10]([CH3:9])[O:15][C@H:14]([CH3:16])[CH2:13]2)[CH:7]=[CH:6][CH:5]=1 |f:3.4,7.8.9.10.11|. Procedure details: A mixture of 1,3-dibromobenzene (242 μL, 2.00 mmol), cis-2,6-dimethylmorpholine (248 μL, 2.00 mmol), Pd2(dba)3 (45.8 mg, 0.0500 mmol), rac-BINAP (96.3 mg, 0.150 mmol) and NaOtBu (231 mg, 2.40 mmol) in toluene was heated at 80° C. for 11 hours under nitrogen. After cooling to room temperature, the mixture was diluted with DCM and filtered through a Celite pad. The combined filtrate and washings were concentrated. The residue was purified by silica gel column chromatography (EtOAc/hexane=98:2→97:3... Reactants: C[O-].[Na+] (sodium methoxide), ClC1=C(C=C2C(=NC=NC2=C1)NC1=CC(=C(C=C1)OCC1=NC=CC=C1)C)[N+](=O)[O-] (7-chloro-4-[3-methyl-4-(2-pyridylmethoxy)anilino]-6-nitroquinazoline), CS(=O)C (DMSO), resultant mixture. The solvent is O (water). Conditions: temperature 18 celsius. The product is COC1=C(C=C2C(=NC=NC2=C1)NC1=CC(=C(C=C1)OCC1=NC=CC=C1)C)[N+](=O)[O-] (7-methoxy-4-[3-methyl-4-(2-pyridylmethoxy)anilino]-6-nitroquinazoline). Yield: 83.4%. RXN SMILES: [CH3:1][O-:2].[Na+].Cl[C:5]1[CH:14]=[C:13]2[C:8]([C:9]([NH:15][C:16]3[CH:21]=[CH:20][C:19]([O:22][CH2:23][C:24]4[CH:29]=[CH:28][CH:27]=[CH:26][N:25]=4)=[C:18]([CH3:30])[CH:17]=3)=[N:10][CH:11]=[N:12]2)=[CH:7][C:6]=1[N+:31]([O-:33])=[O:32].CS(C)=O>O>[CH3:1][O:2][C:5]1[CH:14]=[C:13]2[C:8]([C:9]([NH:15][C:16]3[CH:21]=[CH:20][C:19]([O:22][CH2:23][C:24]4[CH:29]=[CH:28][CH:27]=[CH:26][N:25]=4)=[C:18]([CH3:30])[CH:17]=3)=[N:10][CH:11]=[N:12]2)=[CH:7][C:6]=1[N+:31]([O-:33])=[O:32] |f:0.1|. Reported procedure: After appropriate repetition of the previous steps, sodium methoxide (11 g) was added portionwise to a stirred mixture of 7-chloro-4-[3-methyl-4-(2-pyridylmethoxy)anilino]-6-nitroquinazoline (20 g) and DMSO (200 ml) which was cooled in a water bath to approximately 18° C. The resultant mixture was stirred at ambient temperature for 4 hours. The mixture was poured slowly onto a mixture of ice and water. The precipitate was isolated to give 7-methoxy-4-[3-methyl-4-(2-pyridylmethoxy)anilino]-6-nitr... The reactants are Cl[Sn]Cl (SnCl2), NC1=C(C=C(C=C1[N+](=O)[O-])Cl)C(F)(F)F (2-amino-5-chloro-3-nitrobenzotrifluoride), ice water. The solvent is C(C)O (ethanol). Reaction conditions: temperature 90 celsius. Yields the product NC1=C(C=C(C=C1N)Cl)C(F)(F)F (2,3-diamino-5-chlorobenzotrifluoride). Isolated yield 82.4%. RXN SMILES: [NH2:1][C:2]1[C:7]([N+:8]([O-])=O)=[CH:6][C:5]([Cl:11])=[CH:4][C:3]=1[C:12]([F:15])([F:14])[F:13].Cl[Sn]Cl>C(O)C>[NH2:1][C:2]1[C:7]([NH2:8])=[CH:6][C:5]([Cl:11])=[CH:4][C:3]=1[C:12]([F:15])([F:13])[F:14]. Procedure: To a stirred mixture of 2-amino-5-chloro-3-nitrobenzotrifluoride (250 mg, 1.043 mmol) in ethanol (4 mL) was added SnCl2 ·2 H2O (1.174 g, 5.217 mmol) in one portion. The mixture was refluxed at 80° C. (oil bath 90° C.) for 1 h. The solution was cooled to room temperature and ice water (20 g) was added. It was adjusted to pH=7 and extracted with ethyl acetate. The extract was dried (Mg2SO4) and evaporated to give 181 mg (83%) of 2,3-diamino-5-chlorobenzotrifluoride as a brown solid. 1H NMR (CDCl3)... Reactants: CCCOc1ccccc1-c1nc2c(c(C)nn2CCC)c(=O)[nH]1, O=S(=O)(O)Cl. The product is CCCOc1ccc(S(=O)(=O)Cl)cc1-c1nc2c(c(C)nn2CCC)c(=O)[nH]1. RXN SMILES: [CH3:1][c:2]1[n:3][n:4]([CH2:22][CH2:23][CH3:24])[c:5]2[n:6][c:7](-[c:12]3[c:13]([O:18][CH2:19][CH2:20][CH3:21])[cH:14][cH:15][cH:16][cH:17]3)[nH:8][c:9](=[O:11])[c:10]12.[Cl:25][S:26](=[O:27])(=[O:28])[OH:29]>>[CH3:1][c:2]1[n:3][n:4]([CH2:22][CH2:23][CH3:24])[c:5]2[n:6][c:7](-[c:12]3[c:13]([O:18][CH2:19][CH2:20][CH3:21])[cH:14][cH:15][c:16]([S:26]([Cl:25])(=[O:27])=[O:28])[cH:17]3)[nH:8][c:9](=[O:11])[c:10]12. Starting materials: ClC=1C=C2C=NN(C2=C(C1)CO)CC(C)C ((5-Chloro-1-isobutyl-1H-indazole-7-yl)-methanol), COC(=O)C1=CC2=C(NC=N2)C=C1 (1H-benzoimidazole-5-carboxylic acid methyl ester), heterocycle. The product is COC(=O)C1=CC2=C(N(C=N2)CC=2C=C(C=C3C=NN(C23)CC(C)C)Cl)C=C1 (1-(5-Chloro-1-isobutyl-1H-indazol-7-ylmethyl)-1H-benzoimidazole-5-carboxylic acid methyl ester). The yield is 40.0%. RXN SMILES: [Cl:1][C:2]1[CH:3]=[C:4]2[C:8](=[C:9]([CH2:11]O)[CH:10]=1)[N:7]([CH2:13][CH:14]([CH3:16])[CH3:15])[N:6]=[CH:5]2.[CH3:17][O:18][C:19]([C:21]1[CH:29]=[CH:28][C:24]2[NH:25][CH:26]=[N:27][C:23]=2[CH:22]=1)=[O:20]>>[CH3:17][O:18][C:19]([C:21]1[CH:29]=[CH:28][C:24]2[N:25]([CH2:11][C:9]3[CH:10]=[C:2]([Cl:1])[CH:3]=[C:4]4[C:8]=3[N:7]([CH2:13][CH:14]([CH3:16])[CH3:15])[N:6]=[CH:5]4)[CH:26]=[N:27][C:23]=2[CH:22]=1)=[O:20]. Procedure details: Compound 34 was prepared following general method 3A, using compound 17 as a starting material and 1H-benzoimidazole-5-carboxylic acid methyl ester as the heterocycle. Yield: 40%. Reactants: C=CCN1C2CCC(OCc3cc(C(F)(F)F)cc(C(F)(F)F)c3)C1(c1ccccc1)CC2C(=O)OC(C)(C)C, CC(=O)Cl, CO. Yields the product C=CCN1C2CCC(OCc3cc(C(F)(F)F)cc(C(F)(F)F)c3)C1(c1ccccc1)CC2C(=O)OC. As a reaction SMILES: [CH2:5]([CH:6]=[CH2:7])[N:8]1[C:9]2([c:39]3[cH:40][cH:41][cH:42][cH:43][cH:44]3)[CH:10]([O:23][CH2:24][c:25]3[cH:26][c:27]([C:35]([F:36])([F:37])[F:38])[cH:28][c:29]([C:31]([F:32])([F:33])[F:34])[cH:30]3)[CH2:11][CH2:12][CH:13]1[CH:14]([C:16](=[O:17])[O:18][C:19]([CH3:20])([CH3:21])[CH3:22])[CH2:15]2.[CH3:1][C:2](=[O:3])[Cl:4].[CH3:45][OH:46]>>[CH2:5]([CH:6]=[CH2:7])[N:8]1[C:9]2([c:39]3[cH:40][cH:41][cH:42][cH:43][cH:44]3)[CH:10]([O:23][CH2:24][c:25]3[cH:26][c:27]([C:35]([F:36])([F:37])[F:38])[cH:28][c:29]([C:31]([F:32])([F:33])[F:34])[cH:30]3)[CH2:11][CH2:12][CH:13]1[CH:14]([C:16](=[O:17])[O:18][CH3:19])[CH2:15]2. Starting materials: CCOCC, CCCCNCCCC, S=C(Cl)Cl. Yields the product CCCCN(CCCC)C(=S)Cl. As a reaction SMILES: [CH2:14]([O:15][CH2:16][CH3:17])[CH3:18].[CH2:5]([CH2:6][CH2:7][CH3:8])[NH:9][CH2:10][CH2:11][CH2:12][CH3:13].[Cl:1][C:2]([Cl:3])=[S:4]>>[Cl:1][C:2](=[S:4])[N:9]([CH2:5][CH2:6][CH2:7][CH3:8])[CH2:10][CH2:11][CH2:12][CH3:13]. Starting materials: BrC1=CC(=C(C=C1)CC#N)F ((4-Bromo-2-fluorophenyl)acetonitrile), BrCCCl (1-bromo-2-chloroethane), [OH-].[K+] (potassium hydroxide). The reagents and catalysts are [Cl-].C(C1=CC=CC=C1)[N+](CC)(CC)CC (benzyltriethylammonium chloride). The solvent is O (water). The product is BrC1=CC(=C(C=C1)C1(CC1)C#N)F (1-(4-bromo-2-fluorophenyl)cyclopropanecarbonitrile). Yield: 438.7%. Reaction SMILES: [Br:1][C:2]1[CH:7]=[CH:6][C:5]([CH2:8][C:9]#[N:10])=[C:4]([F:11])[CH:3]=1.Br[CH2:13][CH2:14]Cl.[OH-].[K+]>[Cl-].C([N+](CC)(CC)CC)C1C=CC=CC=1.O>[Br:1][C:2]1[CH:7]=[CH:6][C:5]([C:8]2([C:9]#[N:10])[CH2:14][CH2:13]2)=[C:4]([F:11])[CH:3]=1 |f:2.3,4.5|. Reported procedure: A solution of the compound (22.6 g, 23.36 mmol) obtained in Example 14-1), 1-bromo-2-chloroethane (18.9 g, 132 mmol), benzyltriethylammonium chloride (0.48 g, 2.34 mmol), and potassium hydroxide (41.5 g, 739 mmol) in water (40 mL) was stirred at 40° C. for 9 h. The reaction mixture was cooled to room temperature and extracted with ethyl acetate, and the organic layer was washed with water, a 1 M aqueous hydrochloric acid solution, and saturated sodium chloride solution and dried with anhydrous s... Reactants: C(C)(=O)NC=1C(OC2=CC(=CC=C2C1)N1N=C(C(=N1)CC)C)=O (3-acetylamino-7-(4-ethyl-5-methyl-2H-1,2,3-triazol-2-yl)-coumarin), CN(C=O)C (dimethylformamide), P(=O)(Cl)(Cl)Cl (phosphorus oxychloride), ice water. Run at time 22 hour. Product: CN(C)C=NC=1C(OC2=CC(=CC=C2C1)N1N=C(C(=N1)CC)C)=O (3-(dimethylaminomethyleneamino)-7-(4-ethyl-5-methyl-2H-1,2,3-triazol-2-yl)-coumarin). Isolated yield 80.0%. As a reaction SMILES: [C:1]([NH:4][C:5]1[C:6](=[O:23])[O:7][C:8]2[C:13]([CH:14]=1)=[CH:12][CH:11]=[C:10]([N:15]1[N:19]=[C:18]([CH2:20][CH3:21])[C:17]([CH3:22])=[N:16]1)[CH:9]=2)(=O)C.P(Cl)(Cl)(Cl)=O.[CH3:29][N:30](C)[CH:31]=O>>[CH3:29][N:30]([CH:1]=[N:4][C:5]1[C:6](=[O:23])[O:7][C:8]2[C:13]([CH:14]=1)=[CH:12][CH:11]=[C:10]([N:15]1[N:19]=[C:18]([CH2:20][CH3:21])[C:17]([CH3:22])=[N:16]1)[CH:9]=2)[CH3:31]. Procedure: 15.6 g (50.0 mmols) of 3-acetylamino-7-(4-ethyl-5-methyl-2H-1,2,3-triazol-2-yl)-coumarin are suspended in 100 ml of anhydrous dimethylformamide. 11.5 g (75.0 mmols) of phosphorus oxychloride are added dropwise to the suspension at 10°-15° C., and the mixture is stirred for 22 hours at room temperature. The slurry is introduced into 500 ml of ice water, and the mixture is filtered and brought to a pH of 8 with sodium carbonate. The yellow crystals are filtered off under suction, washed with water... The reactants are N/C=1/C\C(=C/C2=C(\N1)C=C(C=C2)Br)\C(=O)N(CCC)CCC ((1E,4E)-2-amino-8-bromo-N,N-dipropyl-3H-benzo[b]azepine-4-carboxamide), COC(=O)C1=CC=C(C=C1)B(O)O (4-(methoxycarbonyl)phenylboronic acid), C([O-])([O-])=O.[K+].[K+] (potassium carbonate). The reagents and catalysts are C=1C=CC(=CC1)[P](C=2C=CC=CC2)(C=3C=CC=CC3)[Pd]([P](C=4C=CC=CC4)(C=5C=CC=CC5)C=6C=CC=CC6)([P](C=7C=CC=CC7)(C=8C=CC=CC8)C=9C=CC=CC9)[P](C=1C=CC=CC1)(C=1C=CC=CC1)C=1C=CC=CC1 (tetrakis(triphenylphosphine)palladium(0)). Solvent: C(C)#N (acetonitrile), CCOC(=O)C (EtOAc). Reaction conditions: temperature 100 celsius. Product: N/C=1/C\C(=C/C2=C(\N1)C=C(C=C2)C2=CC=C(C(=O)OC)C=C2)\C(N(CCC)CCC)=O (methyl 4-((1E,4E)-2-amino-4-(dipropylcarbamoyl)-3H-benzo[b]azepin-8-yl)benzoate). The yield is 23.0%. As a reaction SMILES: [NH2:1][C:2]1[CH2:3][C:4]([C:14]([N:16]([CH2:20][CH2:21][CH3:22])[CH2:17][CH2:18][CH3:19])=[O:15])=[CH:5][C:6]2[CH:12]=[CH:11][C:10](Br)=[CH:9][C:7]=2[N:8]=1.[CH3:23][O:24][C:25]([C:27]1[CH:32]=[CH:31][C:30](B(O)O)=[CH:29][CH:28]=1)=[O:26].C(=O)([O-])[O-].[K+].[K+]>C(#N)C.CCOC(C)=O.C1C=CC([P]([Pd]([P](C2C=CC=CC=2)(C2C=CC=CC=2)C2C=CC=CC=2)([P](C2C=CC=CC=2)(C2C=CC=CC=2)C2C=CC=CC=2)[P](C2C=CC=CC=2)(C2C=CC=CC=2)C2C=CC=CC=2)(C2C=CC=CC=2)C2C=CC=CC=2)=CC=1>[NH2:1][C:2]1[CH2:3][C:4]([C:14](=[O:15])[N:16]([CH2:20][CH2:21][CH3:22])[CH2:17][CH2:18][CH3:19])=[CH:5][C:6]2[CH:12]=[CH:11][C:10]([C:30]3[CH:31]=[CH:32][C:27]([C:25]([O:24][CH3:23])=[O:26])=[CH:28][CH:29]=3)=[CH:9][C:7]=2[N:8]=1 |f:2.3.4,^1:54,56,75,94|. Procedure: (1E,4E)-2-amino-8-bromo-N,N-dipropyl-3H-benzo[b]azepine-4-carboxamide (75.0 mgs, 0.206 mmol), 4-(methoxycarbonyl)phenylboronic acid (55.6 mgs, 0.309 mmol, tetrakis(triphenylphosphine)palladium(0) (23.8 mgs, 0.021 mmol), 2M aqueous potassium carbonate (0.309 ml, 0.618 mmol) were combined in 2 mls of acetonitrile in a microwave reaction vial. This mixture was heated in a microwave to 100° C. for 30 minutes. The mixture was then diluted with EtOAc, washed twice with brine, dried over sodium sulfate...